This data is from the Open Reaction Database (ORD), a public repository of structured organic reaction records. The task is: describe an organic reaction: reactants, conditions, products, and yield Reactants: FC1=C(C#N)C=CC(=C1)C=O (2-fluoro-4-formylbenzonitrile), CC=1C=C(C(=CC1C)N)N (4,5-dimethyl benzene-1,2-diamine), C1(=CC=C(C=C1)S(=O)(=O)O)C (p-toluenesulfonic acid). The solvent is C(C)O (ethanol). Yields the product CC1=CC2=C(NC(=N2)C2=CC(=C(C#N)C=C2)F)C=C1C (4-(5,6-dimethyl-1H-benzo[d]imidazol-2-yl)-2-fluorobenzo-nitrile). Isolated yield 65.2%. As a reaction SMILES: [F:1][C:2]1[CH:9]=[C:8]([CH:10]=O)[CH:7]=[CH:6][C:3]=1[C:4]#[N:5].[CH3:12][C:13]1[CH:14]=[C:15]([NH2:21])[C:16]([NH2:20])=[CH:17][C:18]=1[CH3:19].C1(C)C=CC(S(O)(=O)=O)=CC=1>C(O)C>[CH3:12][C:13]1[C:18]([CH3:19])=[CH:17][C:16]2[NH:20][C:10]([C:8]3[CH:7]=[CH:6][C:3]([C:4]#[N:5])=[C:2]([F:1])[CH:9]=3)=[N:21][C:15]=2[CH:14]=1. Procedure details: To a solution of 2-fluoro-4-formylbenzonitrile 1 (100 mg, 0.7 mmol) and 4,5-dimethyl benzene-1,2-diamine 2 (109 mg, 0.8 mmol) in ethanol (10 ml) was added a catalytic amount of p-toluenesulfonic acid (0.5 mg, 0.5 mmol). The mixture was stirred reflux for 2 hours and concentrated by rotor evaporation. The crude material was purified through column chromatography with 40% ethyl acetate in hexane to yield compound 3 as white solid (68% yield, 121 mg, confirmed by LCMS: 266.20).